From a dataset of the Open Reaction Database (ORD), a public repository of structured organic reaction records. describe an organic reaction: reactants, conditions, products, and yield Reactants: CC=1N=CN(C1)C1=CC=C2C(OCCN2C1=O)=O (7-(4-methyl-1H-imidazol-1-yl)-3,4-dihydropyrido[2,1-c][1,4]oxazine-1,6-dione), N[C@H](CO)C ((2S)-2-aminopropan-1-ol). Solvent: C(C)#N (acetonitrile), C(C)#N (acetonitrile). Conditions: temperature 85 celsius. Yields the product OCCN1C(=CC=C(C1=O)N1C=NC(=C1)C)C(=O)N[C@H](CO)C (1-(2-hydroxyethyl)-N-[(2S)-1-hydroxypropan-2-yl]-5-(4-methyl-1H-imidazol-1-yl)-6-oxo-1,6-dihydropyridine-2-carboxamide). RXN SMILES: [CH3:1][C:2]1[N:3]=[CH:4][N:5]([C:7]2[C:16](=[O:17])[N:15]3[C:10]([C:11](=[O:18])[O:12][CH2:13][CH2:14]3)=[CH:9][CH:8]=2)[CH:6]=1.[NH2:19][C@@H:20]([CH3:23])[CH2:21][OH:22]>C(#N)C>[OH:12][CH2:13][CH2:14][N:15]1[C:16](=[O:17])[C:7]([N:5]2[CH:6]=[C:2]([CH3:1])[N:3]=[CH:4]2)=[CH:8][CH:9]=[C:10]1[C:11]([NH:19][C@@H:20]([CH3:23])[CH2:21][OH:22])=[O:18]. Reported procedure: A mixture of 7-(4-methyl-1H-imidazol-1-yl)-3,4-dihydropyrido[2,1-c][1,4]oxazine-1,6-dione (P14) (1.440 g, 5.872 mmol) and (2S)-2-aminopropan-1-ol (1.714 g, 22.82 mmol) in acetonitrile (3 mL) was heated to 85° C. for 20 minutes. The reaction mixture was then allowed to cool to room temperature and diluted with additional acetonitrile (10 mL). Filtration and rinsing with acetonitrile (10 mL) afforded the product as a white solid. Yield: 1.62 g, 5.06 mmol, 86%. 1H NMR (400 MHz, DMSO-d6) δ 1.11 (d, ... Reactants: Cl (hydrochloric acid), C1=CC(=CN=C1)C#N (nicotinic acid nitrile), N[C@H](C(C)(C)S)C(=O)O (D-penicillamine), C([O-])([O-])=O.[K+].[K+] (potassium carbonate). Solvent: CO (methanol), O (water). The product is Cl.C(C1=CN=CC=C1)(=O)N[C@H](C(C)(C)S)C(=O)O (N-nicotinoyl-D-penicillamine-hydrochloride). RXN SMILES: [CH:1]1[CH:6]=[N:5][CH:4]=[C:3]([C:7]#[N:8])[CH:2]=1.N[C@@H:10]([C:15]([OH:17])=[O:16])[C:11]([SH:14])([CH3:13])[CH3:12].C(=O)([O-])[O-:19].[K+].[K+].[ClH:24]>CO.O>[ClH:24].[C:7]([NH:8][C@@H:10]([C:15]([OH:17])=[O:16])[C:11]([SH:14])([CH3:13])[CH3:12])(=[O:19])[C:3]1[CH:2]=[CH:1][CH:6]=[N:5][CH:4]=1 |f:2.3.4,8.9|. Procedure details: 20.8 g (0.2 mole) nicotinic acid nitrile, 29.8 g (0.2 mole) D-penicillamine and 13.8 g (0.1 mole) potassium carbonate were heated in 350 ml methanol and 150 ml water for 6 hours at the boiling point. The mixture was acidified with concentrated hydrochloric acid to pH 4 and heated 45 minutes at the boiling point. After the mixture cooled off, 36.5 g (63% of theory) of the product precipitated as hydrochloride with a melting point of 164° C. [α]25D =+4.0° (c=2 in 1N NaOH) Starting materials: COC(=O)C=1N=CC=2C(N(C=CC2C1O)CC1=CC=CC=C1)=O (7-benzyl-4-hydroxy-8-oxo-7,8-dihydro-[2,7]naphthyridine-3-carboxylic acid methyl ester), C1(CC1)N (cyclopropylamine), C(C)(=O)O (acetic acid), O (water). The solvent is CCO (EtOH). Reaction conditions: temperature 80 celsius. Yields the product C1(CC1)NC(=O)C=1N=CC=2C(N(C=CC2C1O)CC1=CC=CC=C1)=O (7-Benzyl-4-hydroxy-8-oxo-7,8-dihydro-[2,7]naphthyridine-3-carboxylic acid cyclopropylamide). Yield: 46.1%. RXN SMILES: CO[C:3]([C:5]1[N:6]=[CH:7][C:8]2[C:9](=[O:23])[N:10]([CH2:16][C:17]3[CH:22]=[CH:21][CH:20]=[CH:19][CH:18]=3)[CH:11]=[CH:12][C:13]=2[C:14]=1[OH:15])=[O:4].[CH:24]1([NH2:27])[CH2:26][CH2:25]1.C(O)(=O)C.O>CCO>[CH:24]1([NH:27][C:3]([C:5]2[N:6]=[CH:7][C:8]3[C:9](=[O:23])[N:10]([CH2:16][C:17]4[CH:22]=[CH:21][CH:20]=[CH:19][CH:18]=4)[CH:11]=[CH:12][C:13]=3[C:14]=2[OH:15])=[O:4])[CH2:26][CH2:25]1. Reported procedure: A mixture of 7-benzyl-4-hydroxy-8-oxo-7,8-dihydro-[2,7]naphthyridine-3-carboxylic acid methyl ester (35 mg, 0.11 mmol) and cyclopropylamine (0.080 mL, 1.1 mmol) in 2 mL of EtOH was heated in a sealed tube at 80° C. for 4 h. After cooling to r.t., acetic acid (0.1 mL) and water (3 mL) were added. The resulting suspension was filtered and the solid isolated was dried under high vacuum to afford 17 mg of the title compound. MS: (+) m/z 336.00 (M+1). Starting materials: O (water), OC=1C=C2C(NC(C2=CC1)=O)(C)C (5-Hydroxy-3,3-dimethyl-2,3-dihydroisoindol-1-one), ClC1=NN=NN1C1=CC=CC=C1 (5-chloro-1phenyl-1H-tetrazole), C(=O)([O-])[O-].[K+].[K+] (K2CO3). The solvent is CN(C)C=O (DMF). Conditions: time 8 hour. Product: CC1(NC(C2=CC=C(C=C12)OC1=NN=NN1C1=CC=CC=C1)=O)C (3,3-Dimethyl-5-(1-phenyl-1H-tetrazol-5-yloxy)-2,3dihydroisoindol-1-one). Yield: 97.0%. RXN SMILES: [OH:1][C:2]1[CH:3]=[C:4]2[C:8](=[CH:9][CH:10]=1)[C:7](=[O:11])[NH:6][C:5]2([CH3:13])[CH3:12].Cl[C:15]1[N:19]([C:20]2[CH:25]=[CH:24][CH:23]=[CH:22][CH:21]=2)[N:18]=[N:17][N:16]=1.C([O-])([O-])=O.[K+].[K+].O>CN(C=O)C>[CH3:12][C:5]1([CH3:13])[C:4]2[C:8](=[CH:9][CH:10]=[C:2]([O:1][C:15]3[N:19]([C:20]4[CH:25]=[CH:24][CH:23]=[CH:22][CH:21]=4)[N:18]=[N:17][N:16]=3)[CH:3]=2)[C:7](=[O:11])[NH:6]1 |f:2.3.4|. Reported procedure: A solution of lactam 62 (1.77 g, 10.0 mmol) and 5-chloro-1phenyl-1H-tetrazole (2.17 g, 12.0 mmol) in dry DMF (50 mL) is treated with solid K2CO3 (2.07 g, 15.0 mmol). The mixture is stirred overnight at rt, then poured into water and extracted with EtOAc (2×). The organic phase is washed with water (3×) and brine (2×), then dried (MgSO4), filtered, and evaporated. The residue is crystallized from CH2Cl2 to give a white solid, mp 202-204° C. The material weighs 3.10 g (97% yield) . 1H NMR (CDCl3) ...